From a dataset of the Open Reaction Database (ORD), a public repository of structured organic reaction records. describe an organic reaction: reactants, conditions, products, and yield Starting materials: NC1=NC=C(C(=N1)N[C@@H](C)C=1N(C(C2=C(C=CC=C2C1)Cl)=O)C1=CC=CC=C1)C#N ((S)-2-amino-4-((1-(8-chloro-1-oxo-2-phenyl-1,2-dihydroisoquinolin-3-yl)ethyl)amino)pyrimidine-5-carbonitrile), COC=1C=C(C=NC1)B(O)O ((5-methoxypyridin-3-yl)boronic acid), C(=O)([O-])[O-].[Na+].[Na+] (Na2CO3). Reagents/catalysts: C1=CC=C(C=C1)P([C-]2C=CC=C2)C3=CC=CC=C3.C1=CC=C(C=C1)P([C-]2C=CC=C2)C3=CC=CC=C3.Cl[Pd]Cl.[Fe+2] (PdCl2(dppf)). The solvent is O1CCOCC1 (1,4-dioxane). Conditions: temperature 120 celsius, time 3 hour. Product: NC1=NC=C(C(=N1)N[C@@H](C)C=1N(C(C2=C(C=CC=C2C1)C=1C=NC=C(C1)OC)=O)C1=CC=CC=C1)C#N ((S)-2-amino-4-((1-(8-(5-methoxypyridin-3-yl)-1-oxo-2-phenyl-1,2-dihydroisoquinolin-3-yl)ethyl)amino)pyrimidine-5-carbonitrile). As a reaction SMILES: [NH2:1][C:2]1[N:7]=[C:6]([NH:8][C@H:9]([C:11]2[N:12]([C:23]3[CH:28]=[CH:27][CH:26]=[CH:25][CH:24]=3)[C:13](=[O:22])[C:14]3[C:19]([CH:20]=2)=[CH:18][CH:17]=[CH:16][C:15]=3Cl)[CH3:10])[C:5]([C:29]#[N:30])=[CH:4][N:3]=1.[CH3:31][O:32][C:33]1[CH:34]=[C:35](B(O)O)[CH:36]=[N:37][CH:38]=1.C([O-])([O-])=O.[Na+].[Na+]>O1CCOCC1.C1C=CC(P(C2C=CC=CC=2)[C-]2C=CC=C2)=CC=1.C1C=CC(P(C2C=CC=CC=2)[C-]2C=CC=C2)=CC=1.Cl[Pd]Cl.[Fe+2]>[NH2:1][C:2]1[N:7]=[C:6]([NH:8][C@H:9]([C:11]2[N:12]([C:23]3[CH:28]=[CH:27][CH:26]=[CH:25][CH:24]=3)[C:13](=[O:22])[C:14]3[C:19]([CH:20]=2)=[CH:18][CH:17]=[CH:16][C:15]=3[C:35]2[CH:36]=[N:37][CH:38]=[C:33]([O:32][CH3:31])[CH:34]=2)[CH3:10])[C:5]([C:29]#[N:30])=[CH:4][N:3]=1 |f:2.3.4,6.7.8.9|. Procedure: To a mixture of (S)-2-amino-4-((1-(8-chloro-1-oxo-2-phenyl-1,2-dihydroisoquinolin-3-yl)ethyl)amino)pyrimidine-5-carbonitrile 8 (50 mg, 0.12 mmol) and (5-methoxypyridin-3-yl)boronic acid (37 mg, 0.24 mmol) in anhydrous 1,4-dioxane (4 mL), PdCl2(dppf) (9.8 mg, 0.012 mmol) and aqueous Na2CO3 solution (1 M, 0.6 mL, 0.6 mmol) were added and the resulting mixture was stirred at 120° C. for 3 h. The reaction mixture was allowed to cool to RT, quenched with water, and then extracted with ethyl acetate (... Reactants: C#CC1(C2CC2)NC(=O)N(Cc2ccc(OC)cc2)c2ccc(Cl)cc21, ClCCl, O=C(O)C(F)(F)F. Yields the product C#CC1(C2CC2)NC(=O)Nc2ccc(Cl)cc21. Reaction SMILES: [Cl:1][c:2]1[cH:3][c:4]2[c:9]([cH:10][cH:11]1)[N:8]([CH2:12][c:13]1[cH:14][cH:15][c:16]([O:17][CH3:18])[cH:19][cH:20]1)[C:7](=[O:21])[NH:6][C:5]2([C:22]#[CH:23])[CH:24]1[CH2:25][CH2:26]1.[Cl:34][CH2:35][Cl:36].[OH:27][C:28]([C:29]([F:30])([F:31])[F:32])=[O:33]>>[Cl:1][c:2]1[cH:3][c:4]2[c:9]([cH:10][cH:11]1)[NH:8][C:7](=[O:21])[NH:6][C:5]2([C:22]#[CH:23])[CH:24]1[CH2:25][CH2:26]1. The reactants are Cl (Hydrogen chloride), C(C)(C)(C)OC(=O)N1C(=N[C@H]([C@H]1C1=CC=CC=C1)C1=CC=CC=C1)NCC1=CC=CC=C1 (2-(Benzylamino)-cis-4,5-diphenyl-4,5-dihydro-imidazole-1-carboxylic acid tert-butyl ester). Run in CCOC(=O)C (EtOAc). Run at time 8 hour. Yields the product Cl.C1(=CC=CC=C1)[C@@H]1N=C(N[C@@H]1C1=CC=CC=C1)NCC1=CC=CC=C1 ((cis-4,5-Diphenyl-4,5-dihydro-1H-imidazol-2-yl)benzylamine hydrochloride). Reaction SMILES: [ClH:1].C(OC([N:9]1[C@H:13]([C:14]2[CH:19]=[CH:18][CH:17]=[CH:16][CH:15]=2)[C@H:12]([C:20]2[CH:25]=[CH:24][CH:23]=[CH:22][CH:21]=2)[N:11]=[C:10]1[NH:26][CH2:27][C:28]1[CH:33]=[CH:32][CH:31]=[CH:30][CH:29]=1)=O)(C)(C)C>CCOC(C)=O>[ClH:1].[C:14]1([C@H:13]2[C@@H:12]([C:20]3[CH:25]=[CH:24][CH:23]=[CH:22][CH:21]=3)[NH:11][C:10]([NH:26][CH2:27][C:28]3[CH:29]=[CH:30][CH:31]=[CH:32][CH:33]=3)=[N:9]2)[CH:19]=[CH:18][CH:17]=[CH:16][CH:15]=1 |f:3.4|. Reported procedure: Hydrogen chloride is bubbled into a solution of 77 (200 mg, 0.47 mmol) in EtOAc (10 mL) for 1 min, and the solution is stirred at RT overnight. The solvent is removed by rotary evaporation, and the residue is crystallized from dichloromethane and Et2O to give 130 mg of the product 78. 1H NMR (DMSO-d6) δ 9.80-8.30 (m, 3 H), 7.60-7.30 (m, 5 H), 7.20-7.00 (m, 6 H), 7.00-6.85 (m, 4 H), 5.49 (s, 2 H), 4.59 (d, 2 H); MS: m/z 328 (M++1). Starting materials: N(=C=S)C (isothiocyanatomethane), CNC(=S)N1CC=2N=C(N=C(C2CC1)N1CCOCC1)C1=CC=C(C=C1)[N+](=O)[O-] (N-methyl-4-morpholino-2-(4-nitrophenyl)-5,6-dihydropyrido[3,4-d]pyrimidine-7(8H)-carbothioamide), [N+](=O)([O-])C1=CC=C(C=C1)C=1N=C(C2=C(N1)CNCC2)N2CCOCC2 (4-(2-(4-nitrophenyl)-5,6,7,8-tetrahydropyrido[3,4-d]pyrimidin-4-yl)morpholine), N(=C=S)C (isothiocyanatomethane), CN(C)C=O (DMF), CN(C)C=O (DMF). The solvent is O (H2O). Reaction conditions: time 3.5 hour. Product: C(C)NC(=O)NC1=CC=C(C=C1)C=1N=C(C2=C(N1)CN(CC2)C=2N(C=CN2)C)N2CCOCC2 (1-ethyl-3-(4-(7-(1-methyl-1H-imidazol-2-yl)-4-morpholino-5,6,7,8-tetrahydropyrido[3,4-d]pyrimidin-2-yl)phenyl)urea). Yield: 75.0%. RXN SMILES: CNC(N1CCC2[C:11]([N:15]3[CH2:20][CH2:19]OC[CH2:16]3)=[N:10]C(C3C=CC([N+]([O-])=O)=CC=3)=NC=2C1)=S.[N+:30]([C:33]1[CH:38]=[CH:37][C:36]([C:39]2[N:40]=[C:41]([N:49]3[CH2:54][CH2:53][O:52][CH2:51][CH2:50]3)[C:42]3[CH2:48][CH2:47][NH:46][CH2:45][C:43]=3[N:44]=2)=[CH:35][CH:34]=1)([O-])=O.N(C)=[C:56]=S.[CH3:59][N:60]([CH:62]=[O:63])C>O>[CH2:59]([NH:60][C:62]([NH:30][C:33]1[CH:38]=[CH:37][C:36]([C:39]2[N:40]=[C:41]([N:49]3[CH2:54][CH2:53][O:52][CH2:51][CH2:50]3)[C:42]3[CH2:48][CH2:47][N:46]([C:11]4[N:15]([CH3:16])[CH:20]=[CH:19][N:10]=4)[CH2:45][C:43]=3[N:44]=2)=[CH:35][CH:34]=1)=[O:63])[CH3:56]. Procedure details: Step 1—Synthesis of N-methyl-4-morpholino-2-(4-nitrophenyl)-5,6-dihydropyrido[3,4-d]pyrimidine-7(8H)-carbothioamide (mn): To a solution of 4-(2-(4-nitrophenyl)-5,6,7,8-tetrahydropyrido[3,4-d]pyrimidin-4-yl)morpholine (lr) (486 mg, 1.4 mmol) in DMF (15 mL) was added dropwise a solution of isothiocyanatomethane (208 mg, 2.8 mmol) in DMF (3 mL) at rt. After 3.5 hrs, LCMS showed reaction proceeded slowly. Additional isothiocyanatomethane (104 mg) was added. It was stirred at rt for 48 hrs. It was di... As a reaction SMILES: [CH3:1][N:2]([CH3:48])[C:3]([C:5]1[S:6][C:7]([C:10]2[C:14]([C:15]3[CH:16]=[CH:17][C:18]4[N:19]([C:21]([C:24]5[S:25][CH:26]=[CH:27][N:28]=5)=[CH:22][N:23]=4)[CH:20]=3)=[CH:13][N:12](C(C3C=CC=CC=3)(C3C=CC=CC=3)C3C=CC=CC=3)[N:11]=2)=[CH:8][CH:9]=1)=[O:4].[ClH:49]>O1CCCC1.CO>[ClH:49].[ClH:49].[CH3:1][N:2]([CH3:48])[C:3]([C:5]1[S:6][C:7]([C:10]2[C:14]([C:15]3[CH:16]=[CH:17][C:18]4[N:19]([C:21]([C:24]5[S:25][CH:26]=[CH:27][N:28]=5)=[CH:22][N:23]=4)[CH:20]=3)=[CH:13][NH:12][N:11]=2)=[CH:8][CH:9]=1)=[O:4] |f:4.5.6|. The solvent is solvent, O1CCCC1 (tetrahydrofuran), CO (methanol). Run at time 3 hour. Product: Cl.Cl.CN(C(=O)C=1SC(=CC1)C1=NNC=C1C=1C=CC=2N(C1)C(=CN2)C=2SC=CN2)C (5-[4-(3-Thiazol-2-yl-imidazo[1,2-a]pyridin-6-yl)-1H-pyrazol-3-yl]-thiophen-2-carboxylic acid dimethylamide dihydrochloride). The reactants are CN(C(=O)C=1SC(=CC1)C1=NN(C=C1C=1C=CC=2N(C1)C(=CN2)C=2SC=CN2)C(C2=CC=CC=C2)(C2=CC=CC=C2)C2=CC=CC=C2)C (5-[4-(3-thiazol-2-yl-imidazo[1,2-a]pyridin-6-yl)-1-trityl-1H-pyrazol-3-yl]-thiophen-2-carboxylic acid dimethylamide), Cl (hydrochloric acid). Procedure details: 29 mg 5-[4-(3-thiazol-2-yl-imidazo[1,2-a]pyridin-6-yl)-1-trityl-1H-pyrazol-3-yl]-thiophen-2-carboxylic acid dimethylamide obtained in Example 444 was dissolved in 8.0 mL solvent mixture of tetrahydrofuran and methanol (1:1), then 3.0 mL of 5 N hydrochloric acid was added thereto, and the mixture was left at room temperature for 3 hours. The reaction solution was neutralized, then extracted with ethyl acetate and purified by NH silica gel column chromatography (ethyl acetate/hexane) The product w... Reactants: C(C)(C)(C)OC(=O)N[C@@H](CC1CCCCC1)C(=O)O (N-t-butyloxycarbonyl-3-cyclohexyl-L-alanine), CO (methanol). Reaction conditions: temperature 40 celsius. Product: COC([C@@H](NC(=O)OC(C)(C)C)CC1CCCCC1)=O (N-t-butyloxycarbonyl-3-cyclohexyl-L-alanine methyl ester). Reaction SMILES: [C:1]([O:5][C:6]([NH:8][C@H:9]([C:17]([OH:19])=[O:18])[CH2:10][CH:11]1[CH2:16][CH2:15][CH2:14][CH2:13][CH2:12]1)=[O:7])([CH3:4])([CH3:3])[CH3:2].[CH3:20]O>>[CH3:20][O:18][C:17](=[O:19])[C@H:9]([CH2:10][CH:11]1[CH2:16][CH2:15][CH2:14][CH2:13][CH2:12]1)[NH:8][C:6]([O:5][C:1]([CH3:4])([CH3:2])[CH3:3])=[O:7]. Reported procedure: After 25.0 ml (19.8 wt %) of methanol was added to 100 g of oily N-t-butyloxycarbonyl-3-cyclohexyl-L-alanine at room temperature (about 25° C.), the mixture was heated to 40° C. while stirring. When the temperature of liquid reached 40° C., methanol was evaporated under reduced pressure. Oily N-t-butyloxycarbonyl-3-cyclohexyl-L-alanine methyl ester was again obtained. Crystals of N-t-butyloxycarbonyl-3-cyclohexyl-L-alanine methyl ester prepared in Example 1 (1.0 g) were added to the oil as seed ... Starting materials: C(=O)(OC(C)(C)C)NC(C(=O)O)(CC1=CC=CC=C1)CC1=CC=CC=C1 (BOC-2,2-dibenzyl glycine), C(C1=CC=CC=C1)Br (benzyl bromide), C([O-])([O-])=O.[Cs+].[Cs+] (cesium carbonate), CN(C=O)C (DMF). The solvent is CO (methanol), O (water). Conditions: time 16 hour. Product: C(C1=CC=CC=C1)OC(C(NC(=O)OC(C)(C)C)(CC1=CC=CC=C1)CC1=CC=CC=C1)=O (BOC-2,2-dibenzyl glycine benzyl ester). RXN SMILES: [C:1]([NH:8][C:9]([CH2:20][C:21]1[CH:26]=[CH:25][CH:24]=[CH:23][CH:22]=1)([CH2:13][C:14]1[CH:19]=[CH:18][CH:17]=[CH:16][CH:15]=1)[C:10]([OH:12])=[O:11])([O:3][C:4]([CH3:7])([CH3:6])[CH3:5])=[O:2].C(=O)([O-])[O-].[Cs+].[Cs+].CN(C)C=O.[CH2:38](Br)[C:39]1[CH:44]=[CH:43][CH:42]=[CH:41][CH:40]=1>CO.O>[CH2:38]([O:11][C:10](=[O:12])[C:9]([CH2:20][C:21]1[CH:26]=[CH:25][CH:24]=[CH:23][CH:22]=1)([CH2:13][C:14]1[CH:19]=[CH:18][CH:17]=[CH:16][CH:15]=1)[NH:8][C:1]([O:3][C:4]([CH3:7])([CH3:6])[CH3:5])=[O:2])[C:39]1[CH:44]=[CH:43][CH:42]=[CH:41][CH:40]=1 |f:1.2.3|. Reported procedure: BOC-2,2-dibenzyl glycine (3.29 g, 9.25 mmol) is dissolved in a solution of methanol(18 ml) and water (2 ml) and the pH adjusted to 8 with 20% cesium carbonate solution (11 ml). The solution is concentrated in vacuo to dryness and the residue dissolved in dimethylformamide (DMF) (25 ml) and re-concentrated twice and dried under high vacuum. The cesium salt is taken up into DMF (25 ml), benzyl bromide (1.74 g, 10.2 mmol) is added and the mixture stirred at room temperature for 16 hours. The mixtur... Starting materials: ClC1=NC(=NC=C1C#N)C1=CC=C(C=C1)CCCCCCC (4-chloro-5-cyano-2-(4-n-heptylphenyl)-pyrimidine). Reagents/catalysts: [Zn] (zinc). Run in O1CCOCC1 (dioxane). Product: C(#N)C=1C=NC(=NC1)C1=CC=C(C=C1)CCCCCCC (5-cyano-2-(4-n-heptylphenyl)-pyrimidine). RXN SMILES: Cl[C:2]1[C:7]([C:8]#[N:9])=[CH:6][N:5]=[C:4]([C:10]2[CH:15]=[CH:14][C:13]([CH2:16][CH2:17][CH2:18][CH2:19][CH2:20][CH2:21][CH3:22])=[CH:12][CH:11]=2)[N:3]=1>[Zn].O1CCOCC1>[C:8]([C:7]1[CH:2]=[N:3][C:4]([C:10]2[CH:15]=[CH:14][C:13]([CH2:16][CH2:17][CH2:18][CH2:19][CH2:20][CH2:21][CH3:22])=[CH:12][CH:11]=2)=[N:5][CH:6]=1)#[N:9]. Procedure details: 5.2 G. of 4-chloro-5-cyano-2-(4-n-heptylphenyl)-pyrimidine are reacted in 220 ml. of 50% dioxane with 19.3 g. of pre-treated zinc dust and worked up after the reaction in a manner analogous to that described in Example 13. There is obtained 5-cyano-2-(4-n-heptylphenyl)-pyrimidine having a melting point of 96.3° C. (smectic) and clearing point 109.0° C. The substance is identical with the compound obtained according to Example 11. The reactants are CO, Cc1cc2nc(NC(=O)c3ccc(C(C)(C)O)cc3)cc(Cl)n2n1, [Na+], O=C([O-])O, OB(O)c1ccc2sccc2c1. The product is Cc1cc2nc(NC(=O)c3ccc(C(C)(C)O)cc3)cc(-c3ccc4sccc4c3)n2n1. Reaction SMILES: [CH3:42][OH:43].[Cl:1][c:2]1[cH:3][c:4]([NH:12][C:13]([c:14]2[cH:15][cH:16][c:17]([C:20]([CH3:21])([CH3:22])[OH:23])[cH:18][cH:19]2)=[O:24])[n:5][c:6]2[n:7]1[n:8][c:9]([CH3:11])[cH:10]2.[Na+:41].[O-:37][C:38]([OH:39])=[O:40].[s:25]1[c:26]2[c:27]([cH:28][cH:29]1)[cH:30][c:31]([B:34]([OH:35])[OH:36])[cH:32][cH:33]2>>[c:2]1(-[c:31]2[cH:30][c:27]3[c:26]([s:25][cH:29][cH:28]3)[cH:33][cH:32]2)[cH:3][c:4]([NH:12][C:13]([c:14]2[cH:15][cH:16][c:17]([C:20]([CH3:21])([CH3:22])[OH:23])[cH:18][cH:19]2)=[O:24])[n:5][c:6]2[n:7]1[n:8][c:9]([CH3:11])[cH:10]2. Reactants: BrB(Br)Br, CCS(=O)(=O)Cl, [Cl-], O=C(NC1CC1c1cncc(-c2cccc(Cl)c2Cl)c1)OCc1ccccc1, ClCCl, [NH4+], O. Product: CCS(=O)(=O)NC1CC1c1cncc(-c2cccc(Cl)c2Cl)c1. Reaction SMILES: [B:29]([Br:30])([Br:31])[Br:32].[CH2:33]([CH3:34])[S:35](=[O:36])(=[O:37])[Cl:38].[Cl-:39].[Cl:1][c:2]1[c:3](-[c:9]2[cH:10][c:11]([CH:15]3[CH:16]([NH:18][C:19](=[O:20])[O:21][CH2:22][c:23]4[cH:24][cH:25][cH:26][cH:27][cH:28]4)[CH2:17]3)[cH:12][n:13][cH:14]2)[cH:4][cH:5][cH:6][c:7]1[Cl:8].[Cl:41][CH2:42][Cl:43].[NH4+:40].[OH2:44]>>[Cl:1][c:2]1[c:3](-[c:9]2[cH:10][c:11]([CH:15]3[CH:16]([NH:18][S:35]([CH2:33][CH3:34])(=[O:36])=[O:37])[CH2:17]3)[cH:12][n:13][cH:14]2)[cH:4][cH:5][cH:6][c:7]1[Cl:8].